Dataset: the Open Reaction Database (ORD), a public repository of structured organic reaction records. Task: describe an organic reaction: reactants, conditions, products, and yield The reactants are ClC(=C(C(=O)OCC)C(=O)OCC)C1=CC=CC=C1 (ethyl 3-chloro-2-ethoxycarbonyl-3-phenyl-acrylate), C(#N)C1=CC=C(C=C1)NNC (1-(4-cyanophenyl)-2-methyl-hydrazine). The solvent is C1(=CC=CC=C1)C (toluene). Product: C(#N)C1=CC=C(C=C1)N1N(C(=C(C1=O)C(=O)OCC)C1=CC=CC=C1)C (1-(4-Cyanophenyl)-4-ethoxycarbonyl-2-methyl-3-phenyl-2H-pyrazol-5-one). Isolated yield 26.2%. RXN SMILES: Cl[C:2]([C:14]1[CH:19]=[CH:18][CH:17]=[CH:16][CH:15]=1)=[C:3]([C:9]([O:11]CC)=O)[C:4]([O:6][CH2:7][CH3:8])=[O:5].[C:20]([C:22]1[CH:27]=[CH:26][C:25]([NH:28][NH:29][CH3:30])=[CH:24][CH:23]=1)#[N:21]>C1(C)C=CC=CC=1>[C:20]([C:22]1[CH:23]=[CH:24][C:25]([N:28]2[C:9](=[O:11])[C:3]([C:4]([O:6][CH2:7][CH3:8])=[O:5])=[C:2]([C:14]3[CH:15]=[CH:16][CH:17]=[CH:18][CH:19]=3)[N:29]2[CH3:30])=[CH:26][CH:27]=1)#[N:21]. Procedure: 4.7 g of the title compound was prepared as colorless crystals from 14.6 g of ethyl 3-chloro-2-ethoxycarbonyl-3-phenyl-acrylate, 11.0 g of 1-(4-cyanophenyl)-2-methyl-hydrazine and toluene in the same manner as in Reference Example 5. Reported procedure: The title compound was prepared in analogy to Example 19, intermediate b, from 2-(2-bromo-4-chloro-phenyl)-5,6-difluoro-1H-benzoimidazole and bromomethyl-cyclohexane (CAS Reg. No. 2550-36-9). Off-white solid (60%). MS (Turbo Spray): m/z=440.2 (M+H). The reactants are solid, ClC1=CC(=C(C=C1)C1=NC2=C(N1CC1=CC=C(C=C1)CCC(=O)O)C=C(C(=C2)F)F)OCC2CCCC2 (3-{4-[2-(4-Chloro-2-cyclopentylmethoxy-phenyl)-5,6-difluoro-benzoimidazol-1-ylmethyl]-phenyl}-propionic acid), BrC1=C(C=CC(=C1)Cl)C1=NC2=C(N1)C=C(C(=C2)F)F (2-(2-bromo-4-chloro-phenyl)-5,6-difluoro-1H-benzoimidazole), BrCC1CCCCC1 (bromomethyl-cyclohexane). Product: BrC1=C(C=CC(=C1)Cl)C1=NC2=C(N1CC1CCCCC1)C=C(C(=C2)F)F (2-(2-Bromo-4-chloro-phenyl)-1-cyclohexylmethyl-5,6-difluoro-1H-benzoimidazole). As a reaction SMILES: [Cl:1][C:2]1[CH:7]=[CH:6][C:5]([C:8]2[N:12]([CH2:13][C:14]3[CH:19]=[CH:18][C:17](CCC(O)=O)=[CH:16][CH:15]=3)[C:11]3[CH:25]=[C:26]([F:30])[C:27]([F:29])=[CH:28][C:10]=3[N:9]=2)=[C:4](OCC2CCCC2)[CH:3]=1.[Br:38]C1C=C(Cl)C=CC=1C1NC2C=C(F)C(F)=CC=2N=1.BrCC1CCCCC1>>[Br:38][C:4]1[CH:3]=[C:2]([Cl:1])[CH:7]=[CH:6][C:5]=1[C:8]1[N:12]([CH2:13][CH:14]2[CH2:19][CH2:18][CH2:17][CH2:16][CH2:15]2)[C:11]2[CH:25]=[C:26]([F:30])[C:27]([F:29])=[CH:28][C:10]=2[N:9]=1. Starting materials: [Li]C(C)(C)C, COC(=O)C(=O)OC, C1CCOC1, Cn1ccc2cc(F)cc(Br)c21. The product is COC(=O)C(=O)c1cc(F)cc2ccn(C)c12. RXN SMILES: [C:13]([Li:14])([CH3:15])([CH3:16])[CH3:17].[C:18]([C:19](=[O:20])[O:21][CH3:22])(=[O:23])[O:24][CH3:25].[CH2:26]1[O:27][CH2:28][CH2:29][CH2:30]1.[CH3:1][n:2]1[cH:3][cH:4][c:5]2[cH:6][c:7]([F:12])[cH:8][c:9]([Br:11])[c:10]12>>[CH3:1][n:2]1[cH:3][cH:4][c:5]2[cH:6][c:7]([F:12])[cH:8][c:9]([C:18]([C:19](=[O:20])[O:21][CH3:22])=[O:23])[c:10]12. Starting materials: CC1=CC(NN=C1C1=CC=CC=C1)=O (5-methyl-6-phenyl-3(2H)-pyridazinone), P(=O)(Cl)(Cl)Cl (phosphorus oxychloride). Product: CC=1C=C(N=NC1C1=CC=CC=C1)Cl (5-methyl-6-phenyl-3-chloropyridazine). RXN SMILES: [CH3:1][C:2]1[C:7]([C:8]2[CH:13]=[CH:12][CH:11]=[CH:10][CH:9]=2)=[N:6][NH:5][C:4](=O)[CH:3]=1.P(Cl)(Cl)([Cl:17])=O>>[CH3:1][C:2]1[CH:3]=[C:4]([Cl:17])[N:5]=[N:6][C:7]=1[C:8]1[CH:13]=[CH:12][CH:11]=[CH:10][CH:9]=1. Procedure: A 24.4 g. portion of 5-methyl-6-phenyl-3(2H)-pyridazinone (prepared as described above) and 250 ml. of phosphorus oxychloride are heated on a steam bath for 6 hours. The reaction mixture is concentrated free of phosphorus oxychloride in vacuo and the concentrate is triturated with cold water. The resulting solid is filtered, washed with water, recrystallized twice from methanol and dried giving a white solid, m.p. 125°-126° C. The reactants are NCCC[Si](OC)(OC)OC (3-aminopropyltrimethoxysilane), C(\C=C/C(=O)OCC)(=O)OCC (diethyl maleate), C(C)OC([C@@H](NCCC[Si](OC)(OC)OC)CC(=O)OCC)=O (N-(3-trimethoxysilylpropyl) aspartic acid diethyl ester). Conditions: temperature 25 celsius. Product: N[C@@H](CC(=O)O)C(=O)O.[SiH4] (silane aspartate). RXN SMILES: NCCC[Si:5](OC)(OC)OC.C(OCC)(=O)/C=C\C(OCC)=O.C([O:26][C:27](=[O:46])[C@H:28]([CH2:40][C:41]([O:43]CC)=[O:42])[NH:29]CCC[Si](OC)(OC)OC)C>>[NH2:29][C@H:28]([C:27]([OH:46])=[O:26])[CH2:40][C:41]([OH:43])=[O:42].[SiH4:5] |f:3.4|. Procedure: 8.27 equiv. of 3-aminopropyltrimethoxysilane were added to a 5 liter flask fitted with agitator, thermocouple, nitrogen inlet and addition funnel with condenser. 8.27 equiv. of diethyl maleate were added dropwise through the addition funnel over a period of 2 hours. The temperature of the reactor was maintained at 25° C. during the addition. The reactor was maintained at 25° C. for an additional 5 hours at which time the product was poured into glass containers and sealed under a blanket of nitr...